This data is from the Open Reaction Database (ORD), a public repository of structured organic reaction records. The task is: describe an organic reaction: reactants, conditions, products, and yield Reactants: CCOC(=O)C1CCn2c(C(=O)c3ccccc3)cc(Br)c21, CO, [Na+], [OH-], O. Yields the product O=C(c1ccccc1)c1cc(Br)c2n1CCC2C(=O)O. Reaction SMILES: [C:1]([c:2]1[cH:3][cH:4][cH:5][cH:6][cH:7]1)(=[O:8])[c:9]1[cH:10][c:11]([Br:22])[c:12]2[n:13]1[CH2:14][CH2:15][CH:16]2[C:17](=[O:18])[O:19][CH2:20][CH3:21].[CH3:23][OH:24].[Na+:26].[OH-:25].[OH2:27]>>[C:1]([c:2]1[cH:3][cH:4][cH:5][cH:6][cH:7]1)(=[O:8])[c:9]1[cH:10][c:11]([Br:22])[c:12]2[n:13]1[CH2:14][CH2:15][CH:16]2[C:17](=[O:18])[OH:19].